describe an organic reaction: reactants, conditions, products, and yield From a dataset of the Open Reaction Database (ORD), a public repository of structured organic reaction records. The reactants are CCOCC, COc1ccc(C(=O)Oc2ccc([N+](=O)[O-])cc2)c2oc(N3CCOCC3)nc12, Cn1ncc(C#N)c1N. The product is COc1ccc(C(=O)Nc2c(C#N)cnn2C)c2oc(N3CCOCC3)nc12. As a reaction SMILES: [CH3:39][CH2:40][O:41][CH2:42][CH3:43].[N+:1]([c:2]1[cH:3][cH:4][c:5]([O:6][C:11](=[O:12])[c:13]2[cH:14][cH:15][c:16]([O:28][CH3:29])[c:17]3[n:18][c:19]([N:22]4[CH2:23][CH2:24][O:25][CH2:26][CH2:27]4)[o:20][c:21]23)[cH:7][cH:8]1)([O-:9])=[O:10].[NH2:30][c:31]1[c:32]([C:37]#[N:38])[cH:33][n:34][n:35]1[CH3:36]>>[C:11](=[O:12])([c:13]1[cH:14][cH:15][c:16]([O:28][CH3:29])[c:17]2[n:18][c:19]([N:22]3[CH2:23][CH2:24][O:25][CH2:26][CH2:27]3)[o:20][c:21]12)[NH:30][c:31]1[c:32]([C:37]#[N:38])[cH:33][n:34][n:35]1[CH3:36]. The reactants are NCCN1N=C2C3=C1C=CC(=C3C(C3=C(C=CC(=C32)OCC3=CC=CC=C3)OCC3=CC=CC=C3)=O)Cl (2-(2-aminoethyl)-5-chloro-7,10-bis-(phenylmethoxy)anthra[1,9-cd]pyrazol-6(2H)-one), CN(CCN)CC1=CC=CC=C1 (N-methyl-N-(phenylmethyl)-1,2-ethanediamine). Product: NCCN1N=C2C3=C1C=CC(=C3C(C3=C(C=CC(=C32)O)O)=O)NCCNC (2-(2-Aminoethyl)-7,10-dihydroxy-5-[[2-(methylamino)ethyl]amino]anthra[1,9-cd]pyrazol-6(2H)-one). Reaction SMILES: [NH2:1][CH2:2][CH2:3][N:4]1[C:8]2[CH:9]=[CH:10][C:11](Cl)=[C:12]3[C:13](=[O:36])[C:14]4[C:19]([C:6]([C:7]=23)=[N:5]1)=[C:18]([O:20]CC1C=CC=CC=1)[CH:17]=[CH:16][C:15]=4[O:28]CC1C=CC=CC=1.[CH3:38][N:39](CC1C=CC=CC=1)[CH2:40][CH2:41][NH2:42]>>[NH2:1][CH2:2][CH2:3][N:4]1[C:8]2[CH:9]=[CH:10][C:11]([NH:42][CH2:41][CH2:40][NH:39][CH3:38])=[C:12]3[C:13](=[O:36])[C:14]4[C:19]([C:6]([C:7]=23)=[N:5]1)=[C:18]([OH:20])[CH:17]=[CH:16][C:15]=4[OH:28]. Procedure: Reaction of 2-(2-aminoethyl)-5-chloro-7,10-bis-(phenylmethoxy)anthra[1,9-cd]pyrazol-6(2H)-one with N-methyl-N-(phenylmethyl)-1,2-ethanediamine as described in Example 78 gives the product; mp 169°-172° C.